From a dataset of the Open Reaction Database (ORD), a public repository of structured organic reaction records. describe an organic reaction: reactants, conditions, products, and yield Reactants: Cl (hydrochloric acid), C1(=CC=CC=C1)S(=O)C1=CC=CC=C1 (diphenyl sulfoxide), [Cl-].[Al+3].[Cl-].[Cl-] (aluminum chloride), ice, [I-].[NH4+] (ammonium iodide). Solvent: C1=CC=CC=C1 (benzene). Run at temperature 70 celsius. Yields the product [I-].C1(=CC=CC=C1)[S+](C1=CC=CC=C1)C1=CC=CC=C1 (triphenylsulfonium iodide). The yield is 145.1%. RXN SMILES: [C:1]1([S:7]([C:9]2[CH:14]=[CH:13][CH:12]=[CH:11][CH:10]=2)=O)[CH:6]=[CH:5][CH:4]=[CH:3][CH:2]=1.[Cl-].[Al+3].[Cl-].[Cl-].Cl.[I-:20].[NH4+]>C1C=CC=CC=1>[I-:20].[C:1]1([S+:7]([C:1]2[CH:6]=[CH:5][CH:4]=[CH:3][CH:2]=2)[C:9]2[CH:14]=[CH:13][CH:12]=[CH:11][CH:10]=2)[CH:6]=[CH:5][CH:4]=[CH:3][CH:2]=1 |f:1.2.3.4,6.7,9.10|. Reported procedure: 50 g of diphenyl sulfoxide was dissolved in 800 ml of benzene and thereto, 200 g of aluminum chloride was added and refluxed for 24 hours. The reaction solution was gradually poured into 2 L of ice and thereto, 400 ml of concentrated hydrochloric acid was added and heated at 70° C. for 10 minutes. This aqueous solution was washed with 500 ml of ethyl acetate and filtered. Thus, a solution obtained by dissolving 200 g of ammonium iodide was added thereto. The powder precipitated was collected by ... The product is OCc1sc(-c2ccc(C(F)(F)F)cc2)nc1Cc1ccc(-c2ccccc2)cc1. As a reaction SMILES: [Br:1][c:2]1[cH:3][cH:4][c:5]([CH2:6][c:7]2[n:8][c:9](-[c:14]3[cH:15][cH:16][c:17]([C:20]([F:21])([F:22])[F:23])[cH:18][cH:19]3)[s:10][c:11]2[CH2:12][OH:13])[cH:24][cH:25]1.[CH3:41][O:42][CH2:43][CH2:44][O:45][CH3:46].[Na+:35].[Na+:36].[O-:37][C:38](=[O:39])[O-:40].[OH:26][B:27]([OH:28])[c:29]1[cH:30][cH:31][cH:32][cH:33][cH:34]1.[c:47]1([PH:48]([Pd:49]([PH:50]([c:51]2[cH:52][cH:53][cH:54][cH:55][cH:56]2)([c:57]2[cH:58][cH:59][cH:60][cH:61][cH:62]2)[c:63]2[cH:64][cH:65][cH:66][cH:67][cH:68]2)([PH:69]([c:70]2[cH:71][cH:72][cH:73][cH:74][cH:75]2)([c:76]2[cH:77][cH:78][cH:79][cH:80][cH:81]2)[c:82]2[cH:83][cH:84][cH:85][cH:86][cH:87]2)[PH:88]([c:89]2[cH:90][cH:91][cH:92][cH:93][cH:94]2)([c:95]2[cH:96][cH:97][cH:98][cH:99][cH:100]2)[c:101]2[cH:102][cH:103][cH:104][cH:105][cH:106]2)([c:107]2[cH:108][cH:109][cH:110][cH:111][cH:112]2)[c:113]2[cH:114][cH:115][cH:116][cH:117][cH:118]2)[cH:119][cH:120][cH:121][cH:122][cH:123]1>>[c:2]1(-[c:29]2[cH:30][cH:31][cH:32][cH:33][cH:34]2)[cH:3][cH:4][c:5]([CH2:6][c:7]2[n:8][c:9](-[c:14]3[cH:15][cH:16][c:17]([C:20]([F:21])([F:22])[F:23])[cH:18][cH:19]3)[s:10][c:11]2[CH2:12][OH:13])[cH:24][cH:25]1. The reactants are OCc1sc(-c2ccc(C(F)(F)F)cc2)nc1Cc1ccc(Br)cc1, COCCOC, [Na+], [Na+], O=C([O-])[O-], OB(O)c1ccccc1, c1ccc([PH](c2ccccc2)(c2ccccc2)[Pd]([PH](c2ccccc2)(c2ccccc2)c2ccccc2)([PH](c2ccccc2)(c2ccccc2)c2ccccc2)[PH](c2ccccc2)(c2ccccc2)c2ccccc2)cc1. The reactants are CC(=O)OCc1c(Br)cc(F)cc1N1CCn2c(cc3c2CCCC3)C1=O, O=C([O-])[O-], Cn1cc(B(O)O)nc(Nc2ccc(N3CCOCC3)cc2)c1=O, COCCOC, [Na+], [Na+]. Product: CC(=O)OCc1c(-c2cn(C)c(=O)c(Nc3ccc(N4CCOCC4)cc3)n2)cc(F)cc1N1CCn2c(cc3c2CCCC3)C1=O. As a reaction SMILES: [C:25]([CH3:26])(=[O:27])[O:28][CH2:29][c:30]1[c:31]([Br:51])[cH:32][c:33]([F:50])[cH:34][c:35]1[N:36]1[C:37](=[O:49])[c:38]2[n:39]([c:40]3[c:45]([cH:46]2)[CH2:44][CH2:43][CH2:42][CH2:41]3)[CH2:47][CH2:48]1.[C:52](=[O:53])([O-:54])[O-:55].[CH3:1][n:2]1[cH:3][c:4]([B:22]([OH:23])[OH:24])[n:5][c:6]([NH:9][c:10]2[cH:11][cH:12][c:13]([N:16]3[CH2:17][CH2:18][O:19][CH2:20][CH2:21]3)[cH:14][cH:15]2)[c:7]1=[O:8].[CH3:58][O:59][CH2:60][CH2:61][O:62][CH3:63].[Na+:56].[Na+:57]>>[CH3:1][n:2]1[cH:3][c:4](-[c:31]2[c:30]([CH2:29][O:28][C:25]([CH3:26])=[O:27])[c:35]([N:36]3[C:37](=[O:49])[c:38]4[n:39]([c:40]5[c:45]([cH:46]4)[CH2:44][CH2:43][CH2:42][CH2:41]5)[CH2:47][CH2:48]3)[cH:34][c:33]([F:50])[cH:32]2)[n:5][c:6]([NH:9][c:10]2[cH:11][cH:12][c:13]([N:16]3[CH2:17][CH2:18][O:19][CH2:20][CH2:21]3)[cH:14][cH:15]2)[c:7]1=[O:8]. The reactants are C(C1=CC=CC=C1)OCCN (2-benzyloxyethylamine), C([O-])([O-])=O.[K+].[K+] (potassium carbonate), ClC(C(=O)OC)=O (methyl chlorooxoacetate). Solvent: ClCCl (dichloromethane). Reaction conditions: time 3 hour. Product: C(C1=CC=CC=C1)OCCNC(C(=O)OC)=O (methyl (2-benzyloxyethyl)aminooxoacetate). As a reaction SMILES: [CH2:1]([O:8][CH2:9][CH2:10][NH2:11])[C:2]1[CH:7]=[CH:6][CH:5]=[CH:4][CH:3]=1.C(=O)([O-])[O-].[K+].[K+].Cl[C:19](=[O:24])[C:20]([O:22][CH3:23])=[O:21]>ClCCl>[CH2:1]([O:8][CH2:9][CH2:10][NH:11][C:19](=[O:24])[C:20]([O:22][CH3:23])=[O:21])[C:2]1[CH:7]=[CH:6][CH:5]=[CH:4][CH:3]=1 |f:1.2.3|. Procedure: A solution of 2-benzyloxyethylamine (25 g) and potassium carbonate (50 g) in dichloromethane (500 ml) was treated dropwise with methyl chlorooxoacetate (25 g) at 0° C. After stirring for 3 h at room temperature, the mixture was washed with aq. sodium bicarbonate and dried over magnesium sulfate. Removal of solvent in vacuo gave methyl (2-benzyloxyethyl)aminooxoacetate as an oil. Yield: 40 g. The oil was dissolved in tetrahydrofuran, conc. aq. ammonia (500 ml) was added followed by reflux for 1/2... Reaction SMILES: [CH2:28]([OH:29])[CH2:30][CH2:31][CH3:32].[Cl:1][c:2]1[n:3][c:4]([Cl:11])[c:5]2[nH:6][cH:7][n:8][c:9]2[n:10]1.[NH2:12][c:13]1[cH:14][cH:15][c:16]([C:17](=[O:18])[NH:19][c:20]2[cH:21][cH:22][cH:23][cH:24][cH:25]2)[cH:26][cH:27]1>>[Cl:1][c:2]1[n:3][c:4]([NH:12][c:13]2[cH:14][cH:15][c:16]([C:17](=[O:18])[NH:19][c:20]3[cH:21][cH:22][cH:23][cH:24][cH:25]3)[cH:26][cH:27]2)[c:5]2[n:6][cH:7][nH:8][c:9]2[n:10]1. Product: O=C(Nc1ccccc1)c1ccc(Nc2nc(Cl)nc3[nH]cnc23)cc1. Starting materials: CCCCO, Clc1nc(Cl)c2[nH]cnc2n1, Nc1ccc(C(=O)Nc2ccccc2)cc1. The reactants are CCCCc1nc(C)n(-c2cccc(OCCO[Si](C)(C)C(C)(C)C)c2)c(=O)c1Cc1ccc(-c2ccccc2-c2noc(=O)[nH]2)cc1, CCCC[N+](CCCC)(CCCC)CCCC, CCOC(C)=O, [F-], C1CCOC1, O. Product: CCCCc1nc(C)n(-c2cccc(OCCO)c2)c(=O)c1Cc1ccc(-c2ccccc2-c2noc(=O)[nH]2)cc1. As a reaction SMILES: [CH2:1]([CH2:2][CH2:3][CH3:4])[c:5]1[c:6]([CH2:30][c:31]2[cH:32][cH:33][c:34](-[c:37]3[c:38](-[c:43]4[n:44][o:45][c:46](=[O:48])[nH:47]4)[cH:39][cH:40][cH:41][cH:42]3)[cH:35][cH:36]2)[c:7](=[O:29])[n:8](-[c:12]2[cH:13][c:14]([O:18][CH2:19][CH2:20][O:21][Si:22]([C:23]([CH3:24])([CH3:25])[CH3:26])([CH3:27])[CH3:28])[cH:15][cH:16][cH:17]2)[c:9]([CH3:11])[n:10]1.[CH3:50][CH2:51][CH2:52][CH2:53][N+:54]([CH2:55][CH2:56][CH2:57][CH3:58])([CH2:59][CH2:60][CH2:61][CH3:62])[CH2:63][CH2:64][CH2:65][CH3:66].[CH3:67][CH2:68][O:69][C:70](=[O:71])[CH3:72].[F-:49].[O:74]1[CH2:75][CH2:76][CH2:77][CH2:78]1.[OH2:73]>>[CH2:1]([CH2:2][CH2:3][CH3:4])[c:5]1[c:6]([CH2:30][c:31]2[cH:32][cH:33][c:34](-[c:37]3[c:38](-[c:43]4[n:44][o:45][c:46](=[O:48])[nH:47]4)[cH:39][cH:40][cH:41][cH:42]3)[cH:35][cH:36]2)[c:7](=[O:29])[n:8](-[c:12]2[cH:13][c:14]([O:18][CH2:19][CH2:20][OH:21])[cH:15][cH:16][cH:17]2)[c:9]([CH3:11])[n:10]1. The reactants are OCc1cc(Br)cc(OCCNc2ccncc2)c1, C1COCCO1. Yields the product O=Cc1cc(Br)cc(OCCNc2ccncc2)c1. RXN SMILES: [Br:1][c:2]1[cH:3][c:4]([CH2:18][OH:19])[cH:5][c:6]([O:8][CH2:9][CH2:10][NH:11][c:12]2[cH:13][cH:14][n:15][cH:16][cH:17]2)[cH:7]1.[O:20]1[CH2:21][CH2:22][O:23][CH2:24][CH2:25]1>>[Br:1][c:2]1[cH:3][c:4]([CH:18]=[O:19])[cH:5][c:6]([O:8][CH2:9][CH2:10][NH:11][c:12]2[cH:13][cH:14][n:15][cH:16][cH:17]2)[cH:7]1. Reactants: CN1CCN(CC1)C1=C(C=CC(=C1)[N+](=O)[O-])C (1-Methyl-4-(2-methyl-5-nitrophenyl)piperazine). Reagents/catalysts: [Pd] (palladium on charcoal). The solvent is C(C)O (ethanol), C(C)O.O (ethanol water), ClCCl (dichloromethane). Reaction conditions: time 2 hour. The product is CC1=C(C=C(C=C1)N)N1CCN(CC1)C (4-Methyl-3-(4-methyl-1-piperazinyl)benzenamine). Yield: 103.2%. As a reaction SMILES: [CH3:1][N:2]1[CH2:7][CH2:6][N:5]([C:8]2[CH:13]=[C:12]([N+:14]([O-])=O)[CH:11]=[CH:10][C:9]=2[CH3:17])[CH2:4][CH2:3]1>C(O)C.[Pd].C(O)C.O.ClCCl>[CH3:17][C:9]1[CH:10]=[CH:11][C:12]([NH2:14])=[CH:13][C:8]=1[N:5]1[CH2:4][CH2:3][N:2]([CH3:1])[CH2:7][CH2:6]1 |f:3.4|. Procedure details: A solution of the product of step (a) (4.5 g) in ethanol was added under vacuum to a prehydrogenated suspension of palladium on charcoal (10% Pd on C, 50% paste with water, 1.4 g) in ethanol:water (5:2., 50 ml). The suspension was stirred at room temperature under an atmosphere of hydrogen for 2 hours. The suspension was filtered through a pad of hyflo, the filter pad washed well with ethanol:water (4:1,200 ml) and the combined filtrates evaporated in vacuo to give a gummy solid which was dissol... Reactants: ClCCl, CN1Cc2cccc(N)c2C1=O, [Na+], [Na+], O=C1CCC(=O)N1Br, O=S([O-])([O-])=S. Product: CN1Cc2c(Br)ccc(N)c2C1=O. Reaction SMILES: [Cl:28][CH2:29][Cl:30].[NH2:9][c:10]1[cH:11][cH:12][cH:13][c:14]2[c:18]1[C:17](=[O:19])[N:16]([CH3:20])[CH2:15]2.[Na+:26].[Na+:27].[O:1]=[C:2]1[N:3]([Br:8])[C:4](=[O:5])[CH2:6][CH2:7]1.[S:21]([O-:22])([O-:23])(=[O:24])=[S:25]>>[Br:8][c:13]1[cH:12][cH:11][c:10]([NH2:9])[c:18]2[c:14]1[CH2:15][N:16]([CH3:20])[C:17]2=[O:19]. Starting materials: ClCCl, CC(C)OC(=O)Cl, CC(COc1ccc(C#N)cc1)NC(=O)CC1CCCC1N, O. Product: CC(COc1ccc(C#N)cc1)NC(=O)CC1CCCC1NC(=O)OC(C)C. RXN SMILES: [CH2:31]([Cl:32])[Cl:33].[Cl:1][C:2](=[O:3])[O:4][CH:5]([CH3:6])[CH3:7].[NH2:8][CH:9]1[CH:10]([CH2:14][C:15](=[O:16])[NH:17][CH:18]([CH2:19][O:20][c:21]2[cH:22][cH:23][c:24]([C:27]#[N:28])[cH:25][cH:26]2)[CH3:29])[CH2:11][CH2:12][CH2:13]1.[OH2:30]>>[C:2](=[O:3])([O:4][CH:5]([CH3:6])[CH3:7])[NH:8][CH:9]1[CH:10]([CH2:14][C:15](=[O:16])[NH:17][CH:18]([CH2:19][O:20][c:21]2[cH:22][cH:23][c:24]([C:27]#[N:28])[cH:25][cH:26]2)[CH3:29])[CH2:11][CH2:12][CH2:13]1.